Dataset: the Open Reaction Database (ORD), a public repository of structured organic reaction records. Task: describe an organic reaction: reactants, conditions, products, and yield The reactants are CCOC(=O)C(C)Br, CO, CS(C)=O, Oc1ncn(-c2cccc(Cl)c2)n1, [Na]. The product is CCOC(=O)C(C)Oc1ncn(-c2cccc(Cl)c2)n1. RXN SMILES: [Br:19][CH:20]([C:21](=[O:22])[O:23][CH2:24][CH3:25])[CH3:26].[CH3:27][OH:28].[CH3:2][S:3]([CH3:4])=[O:5].[Cl:6][c:7]1[cH:8][c:9](-[n:13]2[n:14][c:15]([OH:18])[n:16][cH:17]2)[cH:10][cH:11][cH:12]1.[Na:1]>>[Cl:6][c:7]1[cH:8][c:9](-[n:13]2[n:14][c:15]([O:18][CH:20]([C:21](=[O:22])[O:23][CH2:24][CH3:25])[CH3:26])[n:16][cH:17]2)[cH:10][cH:11][cH:12]1. The reactants are ClC1=CC(=[N+](C=C1)[O-])C (4-chloro-2-methylpyridine 1-oxide), O (water), COCCCCO (4-methoxybutanol), [H-].[Na+] (sodium hydride). Solvent: CS(=O)C (dimethyl sulfoxide), CS(=O)C (dimethyl sulfoxide). Reaction conditions: temperature 60 celsius, time 1 hour. The product is COCCCCOC1=CC(=[N+](C=C1)[O-])C (4-(4-Methoxybutoxy)-2-Methylpyridine 1-Oxide). The yield is 74.8%. Reaction SMILES: [CH3:1][O:2][CH2:3][CH2:4][CH2:5][CH2:6][OH:7].[H-].[Na+].Cl[C:11]1[CH:16]=[CH:15][N+:14]([O-:17])=[C:13]([CH3:18])[CH:12]=1.O>CS(C)=O>[CH3:1][O:2][CH2:3][CH2:4][CH2:5][CH2:6][O:7][C:11]1[CH:16]=[CH:15][N+:14]([O-:17])=[C:13]([CH3:18])[CH:12]=1 |f:1.2|. Procedure: 6.77 g (0.065 mol) of 4-methoxybutanol was dissolved in 60 ml of dimethyl sulfoxide to obtain a solution. 2.6 g (0.065 mol) of 60% sodium hydride was added to this solution at a room temperature in a nitrogen atmosphere. The obtained mixture was heated to 60° C., stirred for one hour and cooled to a room temperature. A solution of 4.66 g (0.032 mol) of 4-chloro-2-methylpyridine 1-oxide in 20 ml of dimethyl sulfoxide was dropwise added to the resulting mixture. The obtained mixture was stirred at... Starting materials: solid, Cl.Cl.Cl.O1CCC=2C1=C(N=CC2)N2CCN(CC2)CC[C@@H]2CC[C@H](CC2)N (trans-4-{2-[4-(2,3-dihydro-furo[2,3-c]pyridin-7-yl)-piperazin-1-yl]-ethyl}-cyclohexylamine trihydrochloride), Cl.Cl.Cl.O1CCC=2C1=C(N=CC2)N2CCN(CC2)CC[C@@H]2CC[C@H](CC2)N (trans-4-{2-[4-(2,3-dihydro-furo[2,3-c]pyridin-7-yl)-piperazin-1-yl]-ethyl}-cyclohexylamine trihydrochloride), O=S1(CCN(CC1)C1=CC=C(C(=O)O)C=C1)=O (4-(1,1-dioxo-1λ6-thiomor-pholin-4-yl)-benzoic acid). Yields the product O1CCC=2C1=C(N=CC2)N2CCN(CC2)CC[C@@H]2CC[C@H](CC2)NC(C2=CC=C(C=C2)N2CCS(CC2)(=O)=O)=O (trans-N-(4-{2-[4-(2,3-Dihydro-furo[2,3-c]pyridin-7-yl)-piperazin-1-yl]-ethyl}-cyclohexyl)-4-(1,1-dioxo-1λ6-thiomorpholin-4-yl)-benzamide). As a reaction SMILES: Cl.Cl.Cl.[O:4]1[C:8]2=[C:9]([N:13]3[CH2:18][CH2:17][N:16]([CH2:19][CH2:20][C@H:21]4[CH2:26][CH2:25][C@H:24]([NH2:27])[CH2:23][CH2:22]4)[CH2:15][CH2:14]3)[N:10]=[CH:11][CH:12]=[C:7]2[CH2:6][CH2:5]1.[O:28]=[S:29]1(=[O:44])[CH2:34][CH2:33][N:32]([C:35]2[CH:43]=[CH:42][C:38]([C:39](O)=[O:40])=[CH:37][CH:36]=2)[CH2:31][CH2:30]1>>[O:4]1[C:8]2=[C:9]([N:13]3[CH2:18][CH2:17][N:16]([CH2:19][CH2:20][C@H:21]4[CH2:26][CH2:25][C@H:24]([NH:27][C:39](=[O:40])[C:38]5[CH:42]=[CH:43][C:35]([N:32]6[CH2:31][CH2:30][S:29](=[O:44])(=[O:28])[CH2:34][CH2:33]6)=[CH:36][CH:37]=5)[CH2:23][CH2:22]4)[CH2:15][CH2:14]3)[N:10]=[CH:11][CH:12]=[C:7]2[CH2:6][CH2:5]1 |f:0.1.2.3|. Procedure details: The title compound, white solid (126 mg, 89%), MS (ISP) m/z=568.5 [(M+H)+], mp 260.5° C., was prepared in accordance with the general method of example 6 from trans-4-{2-[4-(2,3-dihydro-furo[2,3-c]pyridin-7-yl)-piperazin-1-yl]-ethyl}-cyclohexylamine trihydrochloride (intermediate B) (110 mg, 0.25 mmol) and 4-(1,1-dioxo-1λ6-thiomor-pholin-4-yl)-benzoic acid. Starting materials: [N+](=O)([O-])C=1C=C2C(NC(NC2=CC1)=O)=O (6-nitroquinazoline-2,4 (1H,3H)-dione), P(=O)(Cl)(Cl)Cl (phosphorus oxychloride), C(C(C)(C)C)N (neopentylamine). Run in O (Water). Run at time 2 hour. Product: ClC1=NC2=CC=C(C=C2C(=N1)NCC(C)(C)C)[N+](=O)[O-] (2-chloro-4-neopentylamino-6-nitroquinazoline). RXN SMILES: [N+:1]([C:4]1[CH:5]=[C:6]2[C:11](=[CH:12][CH:13]=1)[NH:10][C:9](=O)[NH:8][C:7]2=O)([O-:3])=[O:2].P(Cl)(Cl)([Cl:18])=O.[CH2:21]([NH2:26])[C:22]([CH3:25])([CH3:24])[CH3:23]>O>[Cl:18][C:9]1[N:8]=[C:7]([NH:26][CH2:21][C:22]([CH3:25])([CH3:24])[CH3:23])[C:6]2[C:11](=[CH:12][CH:13]=[C:4]([N+:1]([O-:3])=[O:2])[CH:5]=2)[N:10]=1. Procedure details: To 367 mg (1.77 mmol) of 6-nitroquinazoline-2,4 (1H,3H)-dione was added 15.13 g (98.70 mmol) of phosphorus oxychloride to effect reaction in the same manner as in Example 10. Next, to the reaction mixture was added dropwise 309 mg (3.54 mmol) of neopentylamine under ice cooling, and the resulting mixture was stirred under ice cooling for 2 hours. Water was added to the reaction mixture, and crystals thus precipitated were filtered out to obtain 2-chloro-4-neopentylamino-6-nitroquinazoline. The c... The reactants are COc1cc(Br)cc(C2OCCCO2)c1OC, CCOCC, CC=O, ClCCl, O=[Cr](=O)([O-])O[Cr](=O)(=O)[O-], [Mg], COc1ccc(-c2ccco2)cc1C(O)c1cc(OC)c(OC)c(C2OCCCO2)c1, c1cc[nH+]cc1, c1cc[nH+]cc1. Yields the product COc1ccc(-c2ccco2)cc1C(=O)c1cc(OC)c(OC)c(C2OCCCO2)c1. Reaction SMILES: [Br:2][c:3]1[cH:4][c:5]([O:6][CH3:7])[c:8]([O:9][CH3:10])[c:11]([CH:12]2[O:13][CH2:14][CH2:15][CH2:16][O:17]2)[cH:18]1.[CH2:77]([O:78][CH2:79][CH3:80])[CH3:81].[CH3:19][C:20]=[O:21].[Cl:74][CH2:75][Cl:76].[Cr:53]([O:54][Cr:55]([O-:56])(=[O:57])=[O:58])([O-:59])(=[O:60])=[O:61].[Mg:1].[O:22]1[CH:23]([c:28]2[cH:29][c:30]([CH:38]([OH:39])[c:40]3[c:41]([O:51][CH3:52])[cH:42][cH:43][c:44](-[c:46]4[o:47][cH:48][cH:49][cH:50]4)[cH:45]3)[cH:31][c:32]([O:36][CH3:37])[c:33]2[O:34][CH3:35])[O:24][CH2:25][CH2:26][CH2:27]1.[nH+:62]1[cH:63][cH:64][cH:65][cH:66][cH:67]1.[nH+:68]1[cH:69][cH:70][cH:71][cH:72][cH:73]1>>[O:22]1[CH:23]([c:28]2[cH:29][c:30]([C:38](=[O:39])[c:40]3[c:41]([O:51][CH3:52])[cH:42][cH:43][c:44](-[c:46]4[o:47][cH:48][cH:49][cH:50]4)[cH:45]3)[cH:31][c:32]([O:36][CH3:37])[c:33]2[O:34][CH3:35])[O:24][CH2:25][CH2:26][CH2:27]1.